Dataset: the Open Reaction Database (ORD), a public repository of structured organic reaction records. Task: describe an organic reaction: reactants, conditions, products, and yield Reactants: CCO, CC(C)(C)OC(=O)N1CCC(Nc2ccc(C=CC(=O)NOC3CCCCO3)cn2)C1, Cc1ccc(S(=O)(=O)[O-])cc1, c1cc[nH+]cc1. The product is CC(C)(C)OC(=O)N1CCC(Nc2ccc(C=CC(=O)NO)cn2)C1. Reaction SMILES: [CH3:49][CH2:50][OH:51].[O:1]=[C:2]([CH:3]=[CH:4][c:5]1[cH:6][cH:7][c:8]([NH:11][CH:12]2[CH2:13][N:14]([C:17](=[O:18])[O:19][C:20]([CH3:21])([CH3:22])[CH3:23])[CH2:15][CH2:16]2)[n:9][cH:10]1)[NH:24][O:25][CH:26]1[CH2:27][CH2:28][CH2:29][CH2:30][O:31]1.[c:32]1([CH3:33])[cH:34][cH:35][c:36]([S:37]([O-:38])(=[O:39])=[O:40])[cH:41][cH:42]1.[nH+:43]1[cH:44][cH:45][cH:46][cH:47][cH:48]1>>[O:1]=[C:2]([CH:3]=[CH:4][c:5]1[cH:6][cH:7][c:8]([NH:11][CH:12]2[CH2:13][N:14]([C:17](=[O:18])[O:19][C:20]([CH3:21])([CH3:22])[CH3:23])[CH2:15][CH2:16]2)[n:9][cH:10]1)[NH:24][OH:25]. Starting materials: Cl(=O)(=O)(=O)O (Perchloric acid), CON=C(C(=O)NC1[C@@H]2N(C(=CCS2)C(=O)O)C1=O)C(CBr)(OCC)OCC (7-(2-methoxyimino-3,3-diethoxy-4-bromobutyramido)-3-cephem-4-carboxylic acid), O (Water), resultant mixture. Run in C(C(C)C)C(=O)C (methyl isobutyl ketone). Conditions: time 20 minute. Product: CON=C(C(=O)NC1[C@@H]2N(C(=CCS2)C(=O)O)C1=O)C(CBr)=O (7-(2-methoxyimino-3-oxo-4-bromobutyramido)-3-cephem-4-carboxylic acid). Isolated yield 59.4%. RXN SMILES: Cl(O)(=O)(=O)=O.[CH3:6][O:7][N:8]=[C:9]([C:25](OCC)([O:28]CC)[CH2:26][Br:27])[C:10]([NH:12][CH:13]1[C:23](=[O:24])[N:15]2[C:16]([C:20]([OH:22])=[O:21])=[CH:17][CH2:18][S:19][C@H:14]12)=[O:11].O>C(C(C)=O)C(C)C>[CH3:6][O:7][N:8]=[C:9]([C:25](=[O:28])[CH2:26][Br:27])[C:10]([NH:12][CH:13]1[C:23](=[O:24])[N:15]2[C:16]([C:20]([OH:22])=[O:21])=[CH:17][CH2:18][S:19][C@H:14]12)=[O:11]. Procedure details: 70% Perchloric acid (0.54 ml) was added to a solution of 7-(2-methoxyimino-3,3-diethoxy-4-bromobutyramido)-3-cephem-4-carboxylic acid (syn isomer, 1 g) in methyl isobutyl ketone (4 ml) under ice-cooling, and stirred at the same temperature for 20 minutes. Water (4 ml) was added to the resultant mixture and stirred for 5 minutes. The precipiates were collected by filtration, washed with water and dried over phosphorus pentachloride in vacuo to give 7-(2-methoxyimino-3-oxo-4-bromobutyramido)-3-cep... Reactants: C(#C)C(O)C1=CC(=C(C=C1)OCCCCCC)C(C)(C)C (α-ethynyl-3-tert-butyl-4-(hexyloxy)benzenemethanol), OC1=C(C(=O)OC)C=CC(=C1)I (methyl 2-hydroxy-4-iodobenzoate). The product is OC(C#CC1=CC=C(C(=O)OC)C=C1)C1=CC(=C(C=C1)OCCCCCC)C(C)(C)C (methyl 4-[3-hydroxy-3-(3-tert-butyl-4-hexyloxyphenyl)-1-propynyl]benzoate). The yield is 71.7%. Reaction SMILES: [C:1]([CH:3]([C:5]1[CH:10]=[CH:9][C:8]([O:11][CH2:12][CH2:13][CH2:14][CH2:15][CH2:16][CH3:17])=[C:7]([C:18]([CH3:21])([CH3:20])[CH3:19])[CH:6]=1)[OH:4])#[CH:2].O[C:23]1[CH:32]=[C:31](I)[CH:30]=[CH:29][C:24]=1[C:25]([O:27][CH3:28])=[O:26]>>[OH:4][CH:3]([C:5]1[CH:10]=[CH:9][C:8]([O:11][CH2:12][CH2:13][CH2:14][CH2:15][CH2:16][CH3:17])=[C:7]([C:18]([CH3:20])([CH3:19])[CH3:21])[CH:6]=1)[C:1]#[C:2][C:31]1[CH:30]=[CH:29][C:24]([C:25]([O:27][CH3:28])=[O:26])=[CH:23][CH:32]=1. Procedure: Following the basic procedure of Example 11(d), by reacting 3.8 g (13.2 mmol) of α-ethynyl-3-tert-butyl-4-(hexyloxy)benzenemethanol with 3.7 g (13.7 mmol) of methyl 2-hydroxy-4-iodobenzoate, 4 g (69%) of methyl 4-[3-hydroxy-3-(3-tert-butyl-4-hexyloxyphenyl)-1-propynyl]benzoate were obtained in the form of a dark brown oil. Reactants: NC1=NC=2CCC3=C(C2C(N1)=O)C=C(C=C3C)C (3-amino-5,6-dihydro-7,9-dimethylbenzo[f]quinazolin-1(2H)one). Reagents/catalysts: [Pd] (palladium on carbon). Solvent: COCCOCCOC (diglyme). Yields the product NC1=NC=2C=CC3=C(C2C(N1)=O)C=C(C=C3C)C (3-amino-7,9-dimethylbenzo[f]quinazolin-1(2H)-one). Reaction SMILES: [NH2:1][C:2]1[NH:11][C:10](=[O:12])[C:9]2[C:8]3[CH:13]=[C:14]([CH3:18])[CH:15]=[C:16]([CH3:17])[C:7]=3[CH2:6][CH2:5][C:4]=2[N:3]=1>[Pd].COCCOCCOC>[NH2:1][C:2]1[NH:11][C:10](=[O:12])[C:9]2[C:8]3[CH:13]=[C:14]([CH3:18])[CH:15]=[C:16]([CH3:17])[C:7]=3[CH:6]=[CH:5][C:4]=2[N:3]=1. Reported procedure: A mixture of 3-amino-5,6-dihydro-7,9-dimethylbenzo[f]quinazolin-1(2H)one (0.25 g, 1.04 mmole) and 10% palladium on carbon (0.5 g) in diglyme (25 ml) was vigorously stirred and refluxed under a nitrogen atmosphere for 2.5 hours, and then filtered while still hot through a bed of celite. Diglyme was removed from the filtrate under reduced pressure, and the residue was triturated with hot methanol, filtered, washed with methanol and ether, and dried to give 3-amino-7,9-dimethylbenzo[f]quinazolin-1(... Starting materials: C(C)OC(CC(CC(=O)OCC)(C1=CC(=C(C=C1)OC)OC)C#N)=O (3-cyano-3-(3,4-dimethoxyphenyl)pentanedioic diethyl ester), [BH4-].[Na+] (sodium borohydride), C(C)(=O)OCC.CO (ethyl acetate methanol). The reagents and catalysts are O.O.O.O.O.O.[Co](Cl)Cl (cobalt(II)chloride hexahydrate). Solvent: CO (methanol). Conditions: time 18 hour. Product: C(C)OC(CC1(CNC(C1)=O)C1=CC(=C(C=C1)OC)OC)=O ((3-(3,4-dimethoxyphenyl)-5-oxopyrrolidin-3-yl)acetic Acid Ethyl Ester). As a reaction SMILES: [CH2:1]([O:3][C:4](=[O:25])[CH2:5][C:6]([C:23]#[N:24])([C:13]1[CH:18]=[CH:17][C:16]([O:19][CH3:20])=[C:15]([O:21][CH3:22])[CH:14]=1)[CH2:7][C:8](OCC)=[O:9])[CH3:2].[BH4-].[Na+].C(OCC)(=O)C.CO>CO.O.O.O.O.O.O.[Co](Cl)Cl>[CH2:1]([O:3][C:4](=[O:25])[CH2:5][C:6]1([C:13]2[CH:18]=[CH:17][C:16]([O:19][CH3:20])=[C:15]([O:21][CH3:22])[CH:14]=2)[CH2:7][C:8](=[O:9])[NH:24][CH2:23]1)[CH3:2] |f:1.2,3.4,6.7.8.9.10.11.12|. Procedure: Combine 3-cyano-3-(3,4-dimethoxyphenyl)pentanedioic diethyl ester (1.3 g, 3.24 mmol) and cobalt(II)chloride hexahydrate (1.54 g, 6.48 mmol) in methanol (50 mL). While maintaining the temperature at or below 20° C. with an ice-bath, add portionwise sodium borohydride (2.17 g, 57 mmol). After the addition is complete, allow the reaction mixture to stand at ambient temperature for 18 hours. Evaporate the reaction mixture in vacuo to obtain a residue. Partition the residue between dichloromethane an... The reactants are COc1cccc(C=CC(=O)O)c1, Cl, Cl, NC1CN2CCC1CC2. Product: COc1cccc(C=CC(=O)NC2CN3CCC2CC3)c1. RXN SMILES: [CH3:12][O:13][c:14]1[cH:15][c:16]([CH:20]=[CH:21][C:22](=[O:23])[OH:24])[cH:17][cH:18][cH:19]1.[ClH:1].[ClH:2].[N:3]12[CH2:4][CH:5]([NH2:11])[CH:6]([CH2:7][CH2:8]1)[CH2:9][CH2:10]2>>[N:3]12[CH2:4][CH:5]([NH:11][C:22]([CH:21]=[CH:20][c:16]3[cH:15][c:14]([O:13][CH3:12])[cH:19][cH:18][cH:17]3)=[O:23])[CH:6]([CH2:7][CH2:8]1)[CH2:9][CH2:10]2. Reported procedure: A solution of nitro compound 146 (0.1326 g, 0.39 mmol) in a 8.5:5:1 mixture of THF:MeOH:H2O (14.5 mL) was treated with tin(II) chloride dihydrate (0.602 g, 2.67 mmol) and ammonium acetate (0.818 g, 10.6 mmol) then heated to 55° C. for 60 min. The reaction mixture was cooled to room temperature, diluted with AcOEt, washed with 5% KHSO4, saturated NaHCO3, brine, dried over MgSO4, filtered and concentrated. The title compound 147 was obtained after purification by chromatotron (14.7 mg, 12% yield, ... Yield: 12.0%. Reaction SMILES: [CH3:1][O:2][C:3]1[CH:25]=[CH:24][C:6]([C:7]([NH:9][C:10]2[CH:15]=[C:14]([C:16]3[NH:17][CH:18]=[CH:19][CH:20]=3)[CH:13]=[CH:12][C:11]=2[N+:21]([O-])=O)=[O:8])=[CH:5][CH:4]=1.C1COCC1.O.O.[Sn](Cl)Cl.C([O-])(=O)C.[NH4+]>CCOC(C)=O.O.CO>[NH2:21][C:11]1[CH:12]=[CH:13][C:14]([C:16]2[NH:17][CH:18]=[CH:19][CH:20]=2)=[CH:15][C:10]=1[NH:9][C:7](=[O:8])[C:6]1[CH:24]=[CH:25][C:3]([O:2][CH3:1])=[CH:4][CH:5]=1 |f:2.3.4,5.6|. Run at temperature 55 celsius. The product is NC1=C(C=C(C=C1)C=1NC=CC1)NC(C1=CC=C(C=C1)OC)=O (N-(2-Amino-5-(1H-pyrrol-2-yl)phenyl)-4-methoxybenzamide). Starting materials: nitro, COC1=CC=C(C(=O)NC2=C(C=CC(=C2)C=2NC=CC2)[N+](=O)[O-])C=C1 (4-Methoxy-N-(2-nitro-5-(1H-pyrrol-2-yl)phenyl)benzamide), C1CCOC1 (THF), O.O.[Sn](Cl)Cl (tin(II) chloride dihydrate), C(C)(=O)[O-].[NH4+] (ammonium acetate). Solvent: O (H2O), CO (MeOH), CCOC(=O)C (AcOEt). The reactants are [OH-].[K+] (potassium hydroxide), ClC1=CC=C(C=C1)C1=NOC2=C1CCCCC(C2)C(=O)OC (methyl 3-(4-chlorophenyl)-4,5,6,7,8,9-hexahydrocyclooct[d]isoxazole-8-carboxylate), O (water). Run in CO (methanol). Product: ClC1=CC=C(C=C1)C1=NOC2=C1CCCCC(C2)C(=O)O (3-(4-chlorophenyl)-4,5,6,7,8,9-hexahydrocyclooct[d]isoxazole-8-carboxylic acid). Yield: 15.9%. RXN SMILES: [Cl:1][C:2]1[CH:7]=[CH:6][C:5]([C:8]2[C:12]3[CH2:13][CH2:14][CH2:15][CH2:16][CH:17]([C:19]([O:21]C)=[O:20])[CH2:18][C:11]=3[O:10][N:9]=2)=[CH:4][CH:3]=1.[OH-].[K+].O>CO>[Cl:1][C:2]1[CH:3]=[CH:4][C:5]([C:8]2[C:12]3[CH2:13][CH2:14][CH2:15][CH2:16][CH:17]([C:19]([OH:21])=[O:20])[CH2:18][C:11]=3[O:10][N:9]=2)=[CH:6][CH:7]=1 |f:1.2|. Procedure: 2.4 g (0.039 mol) of methyl 3-(4-chlorophenyl)-4,5,6,7,8,9-hexahydrocyclooct[d]isoxazole-8-carboxylate were stirred for 18 hours in 10 ml of methanol, 0.5 g of potassium hydroxide and 2 ml of water. The methanol was removed by evaporation and the residual gum was dissolved in water. Acidification with a few drops of concentrated hydrochloric acid gave a white granular precipitate which was filtered off, washed with water and dried. After crystallization from glacial acetic acid, there were obtai... The reactants are BrC1C(C2=CC(=CC=C2C1)S(=O)(=O)C)=O (2-bromo-6-methanesulfonylindan-1-one), C1(=CC=CC=C1)NC(=S)NC1=CC=CC=C1 (N,N'-diphenylthiourea). As a reaction SMILES: Br[CH:2]1[CH2:10][C:9]2[C:4](=[CH:5][C:6]([S:11]([CH3:14])(=[O:13])=[O:12])=[CH:7][CH:8]=2)[C:3]1=[O:15].[C:16]1([NH:22][C:23]([NH:25][C:26]2[CH:31]=[CH:30][CH:29]=[CH:28][CH:27]=2)=[S:24])[CH:21]=[CH:20][CH:19]=[CH:18][CH:17]=1>CC(C)=O>[CH3:14][S:11]([C:6]1[CH:7]=[CH:8][C:9]2[CH2:10][CH:2]3[S:24][C:23](=[N:22][C:16]4[CH:21]=[CH:20][CH:19]=[CH:18][CH:17]=4)[N:25]([C:26]4[CH:31]=[CH:30][CH:29]=[CH:28][CH:27]=4)[C:3]3([OH:15])[C:4]=2[CH:5]=1)(=[O:13])=[O:12]. Run at time 8 hour. Solvent: CC(=O)C (acetone), CC(=O)C (acetone). Reported procedure: 1.45 g of 2-bromo-6-methanesulfonylindan-1-one are dissolved in 15 ml of acetone and treated with stirring with 1.25 g of N,N'-diphenylthiourea in 25 ml of acetone. The hydrobromide of 5-methanesulfonyl-3-phenyl-2-phenylimino-2,3,8,8a-tetrahydro-indeno[1,2-d]thiazol-3a-ol crystallizes out of the clear solution after about 2 hours. After standing overnight, it is filtered off with suction and washed with a little acetone. 1.7 g of hydrobromide (m.p. 247° C.) are dissolved in 10 ml of methanol and... Yields the product CS(=O)(=O)C=1C=CC=2CC3C(N(C(S3)=NC3=CC=CC=C3)C3=CC=CC=C3)(C2C1)O (5-Methanesulfonyl-3-phenyl-2-phenylimino-2,3,8,8a-tetrahydroindeno[1,2-d]thiazol-3a-ol). Yields the product C(#N)C1=CC(=C(C=C1)CCCCO)NC(C(C)C1=CC=CC2=CC=CC=C12)=O (4-[4-cyano-2-[2-(1-naphthyl)propanoylamino]phenyl]butanol). Procedure: Under an atmosphere of argon, to a solution of the compound prepared in Example 2(6) (169 mg) in THF (1 ml), a solution of borane-THF complex (0.47 ml) was added at 0° C. The mixture was stirred for 5 hours at room temperature. Water was added to the reaction mixture, and the mixture was extracted with ethyl acetate. The organic layer was washed with water and a saturated aqueous solution of sodium chloride, dried over anhydrous magnesium sulfate and concentrated. The residue was purified by col... Starting materials: C(#N)C1=CC(=C(C=C1)CCCC(=O)O)NC(C(C)C1=CC=CC2=CC=CC=C12)=O (4-[4-cyano-2-[2-(1-naphthyl)propanoylamino]phenyl]butanoic acid), O (Water). Reaction conditions: time 5 hour. Solvent: C1CCOC1 (THF). Isolated yield 39.9%. Reaction SMILES: [C:1]([C:3]1[CH:8]=[CH:7][C:6]([CH2:9][CH2:10][CH2:11][C:12](O)=[O:13])=[C:5]([NH:15][C:16](=[O:29])[CH:17]([C:19]2[C:28]3[C:23](=[CH:24][CH:25]=[CH:26][CH:27]=3)[CH:22]=[CH:21][CH:20]=2)[CH3:18])[CH:4]=1)#[N:2].O>C1COCC1>[C:1]([C:3]1[CH:8]=[CH:7][C:6]([CH2:9][CH2:10][CH2:11][CH2:12][OH:13])=[C:5]([NH:15][C:16](=[O:29])[CH:17]([C:19]2[C:28]3[C:23](=[CH:24][CH:25]=[CH:26][CH:27]=3)[CH:22]=[CH:21][CH:20]=2)[CH3:18])[CH:4]=1)#[N:2].